This data is from the Open Reaction Database (ORD), a public repository of structured organic reaction records. The task is: describe an organic reaction: reactants, conditions, products, and yield Starting materials: O=C(O)c1ccc(Br)cc1F, CC1CCCN1CC1CCCN1. The product is CC1CCCN1CC1CCCN1C(=O)c1ccc(Br)cc1F. Reaction SMILES: [Br:1][c:2]1[cH:3][c:4]([F:11])[c:5]([C:6](=[O:7])[OH:8])[cH:9][cH:10]1.[CH3:12][CH:13]1[N:14]([CH2:18][CH:19]2[NH:20][CH2:21][CH2:22][CH2:23]2)[CH2:15][CH2:16][CH2:17]1>>[Br:1][c:2]1[cH:3][c:4]([F:11])[c:5]([C:6](=[O:8])[N:20]2[CH:19]([CH2:18][N:14]3[CH:13]([CH3:12])[CH2:17][CH2:16][CH2:15]3)[CH2:23][CH2:22][CH2:21]2)[cH:9][cH:10]1. The product is C(C)(C)(C)C1=CC2=C(C(N(CCO2)C2=C(C(=CC=C2)C2=CN(C(C(=C2)NC2=NC=C(C=C2)C(=O)N2CCOCC2)=O)C)CO)=O)C=C1 (8-tert-Butyl-4-(2-hydroxymethyl-3-{1-methyl-5-[5-(morpholine-4-carbonyl)-pyridin-2-ylamino]-6-oxo-1,6-dihydro-pyridin-3-yl}-phenyl)-3,4-dihydro-2H-benzo[f][1,4]oxazepin-5-one). Starting materials: C(C)(C)(C)C1=CC2=C(C(N(CCO2)C2=C(C=O)C(=CC=C2)C2=CN(C(C(=C2)NC2=NC=C(C=C2)C(=O)N2CCOCC2)=O)C)=O)C=C1 (2-(8-tert-Butyl-5-oxo-2,3-dihydro-5H-benzo[f][1,4]oxazepin-4-yl)-6-{1-methyl-5-[5-(morpholine-4-carbonyl)-pyridin-2-ylamino]-6-oxo-1,6-dihydro-pyridin-3-yl}-benzaldehyde), [BH4-].[Na+] (sodium borohydride). Solvent: C(C)(C)O (isopropanol), C1CCOC1 (THF). Procedure details: To 2-(8-tert-Butyl-5-oxo-2,3-dihydro-5H-benzo[f][1,4]oxazepin-4-yl)-6-{1-methyl-5-[5-(morpholine-4-carbonyl)-pyridin-2-ylamino]-6-oxo-1,6-dihydro-pyridin-3-yl}-benzaldehyde (0.27 mmol) in isopropanol (5 mL) and THF (10 mL) at 0 C with stirring was added sodium borohydride (21 mg, 2 eq) and then the ice bath was removed and the resulting mixture was stirred at room temperature for 45 minutes. TLC analysis indicated that the reaction was complete so the mixture was diluted with ethyl acetate (150 ... Isolated yield 54.6%. RXN SMILES: [C:1]([C:5]1[CH:47]=[CH:46][C:8]2[C:9](=[O:45])[N:10]([C:14]3[CH:21]=[CH:20][CH:19]=[C:18]([C:22]4[CH:27]=[C:26]([NH:28][C:29]5[CH:34]=[CH:33][C:32]([C:35]([N:37]6[CH2:42][CH2:41][O:40][CH2:39][CH2:38]6)=[O:36])=[CH:31][N:30]=5)[C:25](=[O:43])[N:24]([CH3:44])[CH:23]=4)[C:15]=3[CH:16]=[O:17])[CH2:11][CH2:12][O:13][C:7]=2[CH:6]=1)([CH3:4])([CH3:3])[CH3:2].[BH4-].[Na+]>C(O)(C)C.C1COCC1>[C:1]([C:5]1[CH:47]=[CH:46][C:8]2[C:9](=[O:45])[N:10]([C:14]3[CH:21]=[CH:20][CH:19]=[C:18]([C:22]4[CH:27]=[C:26]([NH:28][C:29]5[CH:34]=[CH:33][C:32]([C:35]([N:37]6[CH2:42][CH2:41][O:40][CH2:39][CH2:38]6)=[O:36])=[CH:31][N:30]=5)[C:25](=[O:43])[N:24]([CH3:44])[CH:23]=4)[C:15]=3[CH2:16][OH:17])[CH2:11][CH2:12][O:13][C:7]=2[CH:6]=1)([CH3:4])([CH3:2])[CH3:3] |f:1.2|. Run at time 45 minute. Run at time 8 hour. Procedure: A stirred suspension of 4-(2-chloroethoxymethyl)imidazole hydrochloride (14.7 g.) and sodium size azide (9.8 g.) in dry dimethylformamide (103 ml.) was maintained at 95° for 5 hours and then set aside overnight at room temperature. Following dilution with water and filtration, the filtrate was concentrated and the residue purified by chromatography on a dry column of alumina using ethanol. The product was basified with potassium carbonate (6.5 g.) in water (3 ml.) and the anhydrous residue was e... The yield is 57.7%. The reactants are Cl.ClCCOCC=1N=CNC1 (4-(2-chloroethoxymethyl)imidazole hydrochloride), [Na] (sodium), [N-]=[N+]=[N-] (azide). RXN SMILES: Cl.Cl[CH2:3][CH2:4][O:5][CH2:6][C:7]1[N:8]=[CH:9][NH:10][CH:11]=1.[Na].[N-:13]=[N+:14]=[N-:15]>CN(C)C=O>[N:13]([CH2:3][CH2:4][O:5][CH2:6][C:7]1[N:8]=[CH:9][NH:10][CH:11]=1)=[N+:14]=[N-:15] |f:0.1,^1:11|. Yields the product N(=[N+]=[N-])CCOCC=1N=CNC1 (4-(2-azidoethoxymethyl)imidazole). Run in CN(C=O)C (dimethylformamide). RXN SMILES: [O:1]1[C:5]2[CH:6]=[CH:7][CH:8]=[C:9]([CH2:10]O)[C:4]=2[O:3][CH2:2]1.S(Cl)([Cl:14])=O>>[Cl:14][CH2:10][C:9]1[C:4]2[O:3][CH2:2][O:1][C:5]=2[CH:6]=[CH:7][CH:8]=1. Isolated yield 89.1%. The product is ClCC1=CC=CC=2OCOC21 (4-Chloromethyl-benzo[1,3]dioxole). Procedure: Dissolve benzo[1,3]dioxol-4-yl-methanol (1.9 g, 12.5 mmol) in thionyl chloride (3 mL, 41.1 mmol) and reflux the reaction mixture for 1 h. Concentrate in vacuo to obtain the desired intermediate as a yellow oil (1.9 g, 91%) that was used without further purification. GC-MS m/z: 170 (M+). Starting materials: O1COC2=C1C=CC=C2CO (benzo[1,3]dioxol-4-yl-methanol), S(=O)(Cl)Cl (thionyl chloride). Starting materials: ClC=1C=C(C=CC1Cl)CC(=O)O (3,4-dichlorophenylacetic acid), C(C)O (ethanol). Product: ClC=1C=C(C=CC1Cl)CC(=O)OCC (Ethyl 3,4-Dichlorophenylacetate). Yield: 90.0%. RXN SMILES: [Cl:1][C:2]1[CH:3]=[C:4]([CH2:9][C:10]([OH:12])=[O:11])[CH:5]=[CH:6][C:7]=1[Cl:8].[CH2:13](O)[CH3:14]>>[Cl:1][C:2]1[CH:3]=[C:4]([CH2:9][C:10]([O:12][CH2:13][CH3:14])=[O:11])[CH:5]=[CH:6][C:7]=1[Cl:8]. Reported procedure: 90.05 g of 3,4-dichlorophenylacetic acid was dissolved in 150 ml of ethanol, and the solution was treated according to the procedure of Example 5 to obtain 101.30 g (90.0% yield) of the title substance. Starting materials: C(C)OC(C1=C(N=CC=C1)C1=NNC=C1)=O (2-(pyrazol-3-yl)-nicotinic acid ethyl ester), [OH-].[Na+] (NaOH). The solvent is CO (methanol), O (water). Reaction conditions: time 1 hour. Yields the product [Na+].N1N=C(C=C1)C1=C(C(=O)[O-])C=CC=N1 (2-(pyrazol-3-yl)-nicotinic acid sodium salt). As a reaction SMILES: C([O:3][C:4](=[O:16])[C:5]1[CH:10]=[CH:9][CH:8]=[N:7][C:6]=1[C:11]1[CH:15]=[CH:14][NH:13][N:12]=1)C.[OH-].[Na+:18]>CO.O>[Na+:18].[NH:13]1[CH:14]=[CH:15][C:11]([C:6]2[N:7]=[CH:8][CH:9]=[CH:10][C:5]=2[C:4]([O-:16])=[O:3])=[N:12]1 |f:1.2,5.6|. Procedure details: 2.61 g of 2-(pyrazol-3-yl)-nicotinic acid ethyl ester are dissolved in 20 ml of methanol and 0.5 g of NaOH in 5 ml of water added. After standing for 1 hr the methanol is removed under vacuum and an additional 0.07 g of NaOH added and dissolved by warming. After standing for 1 hr the mixture is diluted with H2O to 20 ml and divided into 4 aliquots of 5 ml. Each aliquot is chromatographed on Waters C18 sep. pak cartridge with 5 ml MeOH and 5 ml H2O each. The aqueous phases are combined, adjusted ...